From a dataset of the Open Reaction Database (ORD), a public repository of structured organic reaction records. describe an organic reaction: reactants, conditions, products, and yield The reactants are ClC1=CC=C(C=C1)S(=O)(=O)NCCCC[C@H](CCC(=O)OC)CCCC=1C=NC=CC1 (methyl (R)-8(p-chlorophenylsulfonamido)-4-[3-(3-pyridyl)propyl]octanoate), [OH-].[Na+] (sodium hydroxide), O1CCOCC1 (dioxane). Reaction conditions: time 62 hour. The product is ClC1=CC=C(C=C1)S(=O)(=O)NC(C(=O)O)CC(CCCC)CCCC=1C=NC=CC1 (p-chlorophenylsulfonamido-4-[3-(3-pyridyl)propyl]octanoic acid). As a reaction SMILES: [Cl:1][C:2]1[CH:7]=[CH:6][C:5]([S:8]([NH:11][CH2:12][CH2:13][CH2:14][CH2:15][C@@H:16]([CH2:23][CH2:24][CH2:25][C:26]2[CH:27]=[N:28][CH:29]=CC=2)CCC(OC)=O)(=[O:10])=[O:9])=[CH:4][CH:3]=1.[OH-:32].[Na+].[O:34]1[CH2:39]COCC1>>[Cl:1][C:2]1[CH:3]=[CH:4][C:5]([S:8]([NH:11][CH:12]([CH2:13][CH:14]([CH2:15][CH2:16][CH2:23][C:24]2[CH:29]=[N:28][CH:27]=[CH:26][CH:25]=2)[CH2:7][CH2:2][CH2:3][CH3:4])[C:39]([OH:34])=[O:32])(=[O:9])=[O:10])=[CH:6][CH:7]=1 |f:1.2|. Procedure: A mixture of methyl (R)-8(p-chlorophenylsulfonamido)-4-[3-(3-pyridyl)propyl]octanoate (1.5 g, 3.2 mmol), dioxane (15 ml) and 1N sodium hydroxide (6.6 ml, 6.6 mmol) is stirred at room temperature for 62 hours. The solvent is evaporated and the residue taken up in water and the mixture is adjusted to pH=5.0. The product separates an an oil which solidifies rapidly. It is filtered off and washed with water (4×5 ml) and ether (4×5 ml). Upon drying under vacuum at 60° C. for 18 hours, (R)-8-(p-chloro...